Dataset: the Open Reaction Database (ORD), a public repository of structured organic reaction records. Task: describe an organic reaction: reactants, conditions, products, and yield Starting materials: N([C@@H](CC(C)C)C(=O)N1[C@H](C(=O)N[C@@H](CCC(N)=O)C(=O)NNC(=O)OC(C)(C)C)CCC1)C(=O)OCC1=CC=CC=C1 (Z-Leu-Pro-Gln-NHNHBoc). The reagents and catalysts are [Pd] (palladium). The solvent is CO (methanol). The product is N[C@@H](CC(C)C)C(=O)N1[C@H](C(=O)N[C@@H](CCC(N)=O)C(=O)NNC(=O)OC(C)(C)C)CCC1 (H-Leu-Pro-Gln-NHNHBoc). As a reaction SMILES: [NH:1](C(OCC1C=CC=CC=1)=O)[C@H:2]([C:7]([N:9]1[CH2:33][CH2:32][CH2:31][C@H:10]1[C:11]([NH:13][C@H:14]([C:20]([NH:22][NH:23][C:24]([O:26][C:27]([CH3:30])([CH3:29])[CH3:28])=[O:25])=[O:21])[CH2:15][CH2:16][C:17](=[O:19])[NH2:18])=[O:12])=[O:8])[CH2:3][CH:4]([CH3:6])[CH3:5]>CO.[Pd]>[NH2:1][C@H:2]([C:7]([N:9]1[CH2:33][CH2:32][CH2:31][C@H:10]1[C:11]([NH:13][C@H:14]([C:20]([NH:22][NH:23][C:24]([O:26][C:27]([CH3:29])([CH3:28])[CH3:30])=[O:25])=[O:21])[CH2:15][CH2:16][C:17](=[O:19])[NH2:18])=[O:12])=[O:8])[CH2:3][CH:4]([CH3:6])[CH3:5]. Reported procedure: 3.50 Grams of Z-Leu-Pro-Gln-NHNHBoc was dissolved in 50 ml of methanol and was catalytically reduced by using palladium as the catalyst to obtain H-Leu-Pro-Gln-NHNHBoc. Starting materials: O=C1CCC=2C=CC3=C(CCC4=C(S3)C=C(C=C4)C(=O)O)C12 (1-Oxo-2,3,11,12-tetrahydro-1H-benzo[b]indeno[4,5-f]thiepin-8-carboxylic acid), Cl (hydrochloric acid). Reagents/catalysts: [Zn] (zinc). Solvent: C(C)(=O)O (acetic acid). Product: C1CCC=2C=CC3=C(CCC4=C(S3)C=C(C=C4)C(=O)O)C12 (2,3,11,12-Tetrahydro-1H-benzo[b]indeno[4,5-f]thiepin-8-carboxylic acid). Yield: 90.7%. RXN SMILES: O=[C:2]1[C:22]2[C:9]3[CH2:10][CH2:11][C:12]4[CH:18]=[CH:17][C:16]([C:19]([OH:21])=[O:20])=[CH:15][C:13]=4[S:14][C:8]=3[CH:7]=[CH:6][C:5]=2[CH2:4][CH2:3]1.Cl>[Zn].C(O)(=O)C>[CH2:2]1[C:22]2[C:9]3[CH2:10][CH2:11][C:12]4[CH:18]=[CH:17][C:16]([C:19]([OH:21])=[O:20])=[CH:15][C:13]=4[S:14][C:8]=3[CH:7]=[CH:6][C:5]=2[CH2:4][CH2:3]1. Procedure: 1-Oxo-2,3,11,12-tetrahydro-1H-benzo[b]indeno[4,5-f]thiepin-8-carboxylic acid (50 mg; 0.16 mmole) was added in portions over a 3/4 hour period to a refluxing mixture of acetic acid (4 ml), concentrated hydrochloric acid (0.3 ml) and amalgamated "mossy" zinc (220 mg) under argon. After a further 3 hours under reflux no oxo-acid remained. The reaction mixture was filtered, evaporated to a small volume and diluted with a little water to afford 43 mg of the title compound. Starting materials: CC(C(=O)NC=1SC(=CN1)C)(C)C (2,2-dimethyl-N-(5-methyl-1,3-thiazol-2-yl)propanamide), ClC1=CC(=CC(=C1)I)Cl (1,3-dichloro-5-iodobenzene), solution, [OH-].[NH4+].O (ammonium hydroxide water), ClC1=C2C=CC=NC2=C2N=CC=CC2=C1 (5-chloro-1,10-phenanthroline), C([O-])([O-])=O.[Cs+].[Cs+] (cesium carbonate). Run in CN1C(CCC1)=O (1-methyl-2-pyrrolidinone). Run at temperature 120 celsius, time 30 minute. The product is ClC=1C=C(C=C(C1)Cl)N1/C(/SC(=C1)C)=N/C(C(C)(C)C)=O (N-[(2Z)-3-(3,5-dichlorophenyl)-5-methyl-1,3-thiazol-2(3H)-ylidene]-2,2-dimethylpropanamide). Reaction SMILES: [CH3:1][C:2]([CH3:13])([CH3:12])[C:3]([NH:5][C:6]1[S:7][C:8]([CH3:11])=[CH:9][N:10]=1)=[O:4].ClC1C=C2C(N=CC=C2)=C2C=1C=CC=N2.C(=O)([O-])[O-].[Cs+].[Cs+].[Cl:35][C:36]1[CH:41]=[C:40](I)[CH:39]=[C:38]([Cl:43])[CH:37]=1.[OH-].[NH4+].O>CN1CCCC1=O>[Cl:35][C:36]1[CH:41]=[C:40]([N:10]2[CH:9]=[C:8]([CH3:11])[S:7]/[C:6]/2=[N:5]\[C:3](=[O:4])[C:2]([CH3:13])([CH3:12])[CH3:1])[CH:39]=[C:38]([Cl:43])[CH:37]=1 |f:2.3.4,6.7.8|. Procedure: In a 4 mL vial charged with a stir bar, 2,2-dimethyl-N-(5-methyl-1,3-thiazol-2-yl)propanamide (71 mg, 0.35 mmol) was added, followed by copper(I) trifluoromethanesulfonate benzene complex (35 mg, 0.07 mmol), 5-chloro-1,10-phenanthroline (30 mg, 0.14 mmol) and cesium carbonate (126 mg, 0.39 mmol). A loose cap with septum was placed on the vial and the vial was placed under vacuum in a vacuum oven for 30 minutes. The solid mixture was purged with nitrogen gas a couple of times. Then 1,3-dichloro-5... Starting materials: CO, Cl, [Na+], CCOC(=O)C1C(=O)NCC1c1ccccc1, [OH-]. Reaction SMILES: [CH3:21][OH:22].[ClH:20].[Na+:2].[O:3]=[C:4]1[NH:5][CH2:6][CH:7]([c:14]2[cH:15][cH:16][cH:17][cH:18][cH:19]2)[CH:8]1[C:9](=[O:10])[O:11][CH2:12][CH3:13].[OH-:1]>>[O:3]=[C:4]1[NH:5][CH2:6][CH:7]([c:14]2[cH:15][cH:16][cH:17][cH:18][cH:19]2)[CH:8]1[C:9](=[O:10])[OH:11]. The product is O=C(O)C1C(=O)NCC1c1ccccc1. Starting materials: CCOC(=O)CCCCCCN1C(=O)C(C)(C)CC1C=O, COP(=O)(CC(=O)c1ccc(C(F)(F)F)o1)OC, CC#N, CCN(C(C)C)C(C)C, [Cl-], [Li+]. Yields the product CCOC(=O)CCCCCCN1C(=O)C(C)(C)CC1C=CC(=O)c1ccc(C(F)(F)F)o1. Reaction SMILES: [CH2:1]([CH3:2])[O:3][C:4]([CH2:5][CH2:6][CH2:7][CH2:8][CH2:9][CH2:10][N:11]1[C:12](=[O:20])[C:13]([CH3:18])([CH3:19])[CH2:14][CH:15]1[CH:16]=[O:17])=[O:21].[CH3:22][O:23][P:24](=[O:25])([O:26][CH3:27])[CH2:28][C:29]([c:30]1[o:31][c:32]([C:35]([F:36])([F:37])[F:38])[cH:33][cH:34]1)=[O:39].[CH3:51][C:52]#[N:53].[CH:42]([N:43]([CH:44]([CH3:45])[CH3:46])[CH2:47][CH3:48])([CH3:49])[CH3:50].[Cl-:41].[Li+:40]>>[CH2:1]([CH3:2])[O:3][C:4]([CH2:5][CH2:6][CH2:7][CH2:8][CH2:9][CH2:10][N:11]1[C:12](=[O:20])[C:13]([CH3:18])([CH3:19])[CH2:14][CH:15]1[CH:16]=[CH:28][C:29]([c:30]1[o:31][c:32]([C:35]([F:36])([F:37])[F:38])[cH:33][cH:34]1)=[O:39])=[O:21]. Solvent: CC(=O)C (acetone). The reactants are C([O-])([O-])=O.[K+].[K+] (potassium carbonate), C(CC)I (propyl iodide), OC1=C2CCC(C2=CC=C1)=O (4-hydroxy-1-indanone). Procedure: To a suspension of 4-hydroxy-1-indanone (1.0 g, 6.75 mmol) in acetone (30 mL) was added potassium carbonate (2.8 g, 20.24 mmol) and propyl iodide (0.72 mL, 7.42 mmol) and the reaction mixture was heated to reflux for about 7 hours. The reaction was cooled, concentrated under vacuum and partitioned between water and dichloromethane. The layers were separated and the aqueous layer was extracted with dichloromethane. The combined organic extracts were dried (Na2SO4), filtered and concentrated under... Product: C(CC)OC1=C2CCC(C2=CC=C1)=O (4-propoxy-1-indanone). Reaction SMILES: [OH:1][C:2]1[CH:10]=[CH:9][CH:8]=[C:7]2[C:3]=1[CH2:4][CH2:5][C:6]2=[O:11].C(=O)([O-])[O-].[K+].[K+].[CH2:18](I)[CH2:19][CH3:20]>CC(C)=O>[CH2:18]([O:1][C:2]1[CH:10]=[CH:9][CH:8]=[C:7]2[C:3]=1[CH2:4][CH2:5][C:6]2=[O:11])[CH2:19][CH3:20] |f:1.2.3|. The reactants are CC1=CN=C(S1)C(=O)NNC(=O)OC(C)(C)C (1,1-dimethylethyl 2-[(5-methyl-1,3-thiazol-2-yl)carbonyl]hydrazinecarboxylate), Cl (HCl). Run in CO (MeOH). Reaction conditions: time 18 hour. Product: CC1=CN=C(S1)C(=O)NN (5-Methyl-1,3-thiazole-2-carbohydrazide). RXN SMILES: [CH3:1][C:2]1[S:6][C:5]([C:7]([NH:9][NH:10]C(OC(C)(C)C)=O)=[O:8])=[N:4][CH:3]=1.Cl>CO>[CH3:1][C:2]1[S:6][C:5]([C:7]([NH:9][NH2:10])=[O:8])=[N:4][CH:3]=1. Reported procedure: A mixture of 1,1-dimethylethyl 2-[(5-methyl-1,3-thiazol-2-yl)carbonyl]hydrazinecarboxylate (I116)(451 mg, 1.753 mmol) in HCl (2.191 ml, 72.1 mmol) (4M solution in 1,4-dioxan) was stirred at room temperature under an atmosphere of argon for 18 hours. After this time, the solvent was removed under reduced pressure to give an off white coloured solid. The solid was dissovled in MeOH and passed through an SCX cartridge, washing first with MeOH and then with 2M NH3 in MeOH The NH3 containing fraction... Reactants: C(=O)(C(F)(F)F)O (TFA), C1(C(C1)C(=O)OCC)(C(=O)OC(C)(C)C)C(=O)OC(C)(C)C (1,1-di-tert-butyl 2-ethyl cyclopropane-1,1,2-tricarboxylate). Run in ClCCl (dichloromethane). Reaction conditions: time 48 hour. The product is C(C)OC(=O)C1C(C1)(C(=O)O)C(=O)O (2-(ethoxycarbonyl)cyclopropane-1,1-dicarboxylic acid). The yield is 123.7%. As a reaction SMILES: C(O)(C(F)(F)F)=O.[C:8]1([C:23]([O:25]C(C)(C)C)=[O:24])([C:16]([O:18]C(C)(C)C)=[O:17])[CH2:10][CH:9]1[C:11]([O:13][CH2:14][CH3:15])=[O:12]>ClCCl>[CH2:14]([O:13][C:11]([CH:9]1[CH2:10][C:8]1([C:23]([OH:25])=[O:24])[C:16]([OH:18])=[O:17])=[O:12])[CH3:15]. Reported procedure: TFA (4.5 g, 39.7 mmol) was added into a solution of 1,1-di-tert-butyl 2-ethyl cyclopropane-1,1,2-tricarboxylate (4.9 g, 13.2 mmol) in dichloromethane (20 mL) and the mixture was stirred at room temperature for 48 h. The solvent was evaporated in vacuo and the excess TFA was lyophilized to afford 2-(ethoxycarbonyl)cyclopropane-1,1-dicarboxylic acid (3.3 g, 100%). 1H NMR (300 MHz, CD3OD): δ 1.23-1.29 (t, J=6.9 Hz, 3H), 1.60-1.64 (m, 1H), 1.85-1.88 (m, 1H), 2.48-2.53 (m, 1H), 4.10-4.18 (m, 1H). The reactants are CN(C)c1ccncc1, CN(C)CCCO, Cc1ccc(S(=O)(=O)Cl)cc1, c1ccncc1. Product: Cc1ccc(S(=O)(=O)OCCCN(C)C)cc1. RXN SMILES: [CH3:19][N:20]([CH3:21])[c:22]1[cH:23][cH:24][n:25][cH:26][cH:27]1.[CH3:1][N:2]([CH2:3][CH2:4][CH2:5][OH:6])[CH3:7].[c:8]1([CH3:18])[cH:9][cH:10][c:11]([S:14](=[O:15])(=[O:16])[Cl:17])[cH:12][cH:13]1.[cH:28]1[cH:29][cH:30][n:31][cH:32][cH:33]1>>[CH3:1][N:2]([CH2:3][CH2:4][CH2:5][O:6][S:14]([c:11]1[cH:10][cH:9][c:8]([CH3:18])[cH:13][cH:12]1)(=[O:15])=[O:16])[CH3:7]. Starting materials: COC1=CC2=C(N3C(=NS2(=O)=O)CCC3)C=C1 (7-methoxy-2,3-dihydro-1H-pyrrolo-[2,1-c][1,2,4]benzothiadiazine 5,5-dioxide), B(Br)(Br)Br (BBr3), O (water). The solvent is C(Cl)Cl (methylene chloride), C(Cl)Cl (methylene chloride). Run at time 24 hour. Yields the product O=S1(N=C2N(C3=C1C=C(C=C3)OC=3C=C(C=CC3)O)CCC2)=O (3-[(5,5-Dioxido-2,3-dihydro-1H-pyrrolo[2,1-c][1,2,4]benzothiadiazin-7-yl)oxy]phenol). Reaction SMILES: B(Br)(Br)Br.[CH3:5][O:6][C:7]1[CH:21]=[CH:20][C:10]2[N:11]3[CH2:19][CH2:18][CH2:17][C:12]3=[N:13][S:14](=[O:16])(=[O:15])[C:9]=2[CH:8]=1.[OH2:22]>C(Cl)Cl>[O:15]=[S:14]1(=[O:16])[C:9]2[CH:8]=[C:7]([O:6][C:5]3[CH:9]=[C:8]([OH:22])[CH:7]=[CH:21][CH:20]=3)[CH:21]=[CH:20][C:10]=2[N:11]2[CH2:19][CH2:18][CH2:17][C:12]2=[N:13]1. Procedure details: A solution of 68.75 mmol of BBr3 in 25 ml of methylene chloride is added dropwise to a solution, cooled to 0° C., of 27.50 mmol of 7-methoxy-2,3-dihydro-1H-pyrrolo-[2,1-c][1,2,4]benzothiadiazine 5,5-dioxide in 350 ml of methylene chloride. Stirring is carried out at ambient temperature for 24 hours. The reaction mixture is poured into a mixture of ice and water, and the suspension is stirred for 30 minutes. The precipitate is filtered off, rinsed several times with water, filtered under suction ...